Dataset: the Open Reaction Database (ORD), a public repository of structured organic reaction records. Task: describe an organic reaction: reactants, conditions, products, and yield The reactants are IC=1C=CC(=C(C(=O)OCC)C1)OC (ethyl 5-iodo-2-methoxybenzoate), [O-]C1=CC=CC=C1.[Na+] (sodium phenoxide), IC=1C=CC(=C(C(=O)OC)C1)OC (methyl 5-iodo-2-methoxybenzoate), crude product. The reagents and catalysts are [Cu-]=O (copper(I) oxide). Solvent: CC(=O)N(C)C (dimethylacetamide). Conditions: temperature 180 celsius. Yields the product COC1=C(C(=O)OCC)C=C(C=C1)OC1=CC=CC=C1 (ethyl 2-methoxy-5-phenoxybenzoate). Isolated yield 54.5%. Reaction SMILES: I[C:2]1[CH:3]=[CH:4][C:5]([O:13][CH3:14])=[C:6]([CH:12]=1)[C:7]([O:9][CH2:10][CH3:11])=[O:8].[O-:15][C:16]1[CH:21]=[CH:20][CH:19]=[CH:18][CH:17]=1.[Na+].IC1C=CC(OC)=C(C=1)C(OC)=O>[Cu-]=O.CC(N(C)C)=O>[CH3:14][O:13][C:5]1[CH:4]=[CH:3][C:2]([O:15][C:16]2[CH:21]=[CH:20][CH:19]=[CH:18][CH:17]=2)=[CH:12][C:6]=1[C:7]([O:9][CH2:10][CH3:11])=[O:8] |f:1.2|. Procedure details: A mixture of ethyl 5-iodo-2-methoxybenzoate (4.1 g, 13.4 mmol), sodium phenoxide (1.7-1.8 g, 15 mmol), copper(I) oxide (1.1 g, 7.5 mmol) and dimethylacetamide (approximately 15 mL) was heated 4 hours with stirring at 180° C. The mixture was filtered, diluted with water and extracted with pentane/diethyl ether (7:3, 2× 100 mL). The combined extracts were washed with dilute sodium hydroxide (3×) and water (1×), dried (K2CO3), filtered and concentrated. The residue was dried (P2O5) under vacuum to ... Reactants: CON(C(CNC(OC(C)(C)C)=O)=O)C (tert-butyl 2-(methoxy(methyl)amino)-2-oxoethylcarbamate), C[Mg+].[Br-] (MeMgBr). Run in C1CCOC1 (THF). Conditions: time 8 hour. Yields the product O=C(CNC(OC(C)(C)C)=O)C (tert-butyl 2-oxopropylcarbamate). Isolated yield 72.0%. Reaction SMILES: CON(C)[C:4](=[O:14])[CH2:5][NH:6][C:7](=[O:13])[O:8][C:9]([CH3:12])([CH3:11])[CH3:10].[CH3:16][Mg+].[Br-]>C1COCC1>[O:14]=[C:4]([CH3:16])[CH2:5][NH:6][C:7](=[O:13])[O:8][C:9]([CH3:12])([CH3:11])[CH3:10] |f:1.2|. Procedure: To a solution of tert-butyl 2-(methoxy(methyl)amino)-2-oxoethylcarbamate (4.36 g, 0.02 mol) in THF (50 mL) added MeMgBr (40 ml, 0.08 ol) at −78° C. The formed mixture was stirred overnight. The mixture was quenched with NH4Cl and extracted with EtOAc. The organic phase was separated, dried over anhydrous Na2SO4, concentrated and purified by column chromatography to give tert-butyl 2-oxopropylcarbamate (2.5 g, 72%). 1H NMR (400 MHz, CDCl3): δ=1.42 (s, 9H), 2.18 (s, 3H), 4.01 (s, 2H), 5.22 (s, 1H)... Starting materials: NC=1C=NN(C1)CC(=O)OC(C)(C)C (tert-butyl (4-amino-1H-pyrazol-1-yl)acetate), ClC1=NC=NC2=CC(=CC=C12)OCCCCl (4-chloro-7-(3-chloropropoxy)quinazoline). Run in C(C)(C)O (isopropanol), C(C)OCC (diethyl ether). Conditions: temperature 90 celsius. Yields the product ClCCCOC1=CC=C2C(=NC=NC2=C1)NC=1C=NN(C1)CC(=O)OC(C)(C)C (tert-butyl (4-{[7-(3-chloropropoxy)quinazolin-4-yl]amino}-1H-pyrazol-1-yl)acetate), hydrochloride salt. The yield is 96.0%. As a reaction SMILES: [NH2:1][C:2]1[CH:3]=[N:4][N:5]([CH2:7][C:8]([O:10][C:11]([CH3:14])([CH3:13])[CH3:12])=[O:9])[CH:6]=1.Cl[C:16]1[C:25]2[C:20](=[CH:21][C:22]([O:26][CH2:27][CH2:28][CH2:29][Cl:30])=[CH:23][CH:24]=2)[N:19]=[CH:18][N:17]=1>C(O)(C)C.C(OCC)C>[Cl:30][CH2:29][CH2:28][CH2:27][O:26][C:22]1[CH:21]=[C:20]2[C:25]([C:16]([NH:1][C:2]3[CH:3]=[N:4][N:5]([CH2:7][C:8]([O:10][C:11]([CH3:14])([CH3:13])[CH3:12])=[O:9])[CH:6]=3)=[N:17][CH:18]=[N:19]2)=[CH:24][CH:23]=1. Procedure details: A mixture of tert-butyl (4-amino-1H-pyrazol-1-yl)acetate (0.305 g, 1.55 mmol) and 4-chloro-7-(3-chloropropoxy)quinazoline (0.398 g, 1.55 mmol) in isopropanol (8 ml) was heated at 90° C. for 5 minutes and then allowed to cool to room temperature. The mixture was diluted with diethyl ether and then filtered to give tert-butyl (4-{[7-(3-chloropropoxy)quinazolin-4-yl]amino}-1H-pyrazol-1-yl)acetate as the hydrochloride salt (0.674 g, 96% yield): Reactants: SCC(=O)O (mercaptoacetic acid), N(=NC(=O)OCC)C(=O)OCC (diethyl azodicarboxylate), O[C@@H]1C[C@H](N(C1)C(=O)OCC1=CC=C(C=C1)[N+](=O)[O-])C(=O)N1CCN(CC1)CCOC(=O)OCC1=CC=C(C=C1)[N+](=O)[O-] ((2S,4R)-4-hydroxy-2-{4-[2-(4-nitrobenzyloxycarbonyl)oxyethyl]-1-piperazinylcarbonyl}-1-(4-nitrobenzyloxycarbonyl)pyrrolidine), C1(=CC=CC=C1)P(C1=CC=CC=C1)C1=CC=CC=C1 (triphenylphosphine). Run in O1CCCC1 (tetrahydrofuran), O1CCCC1 (tetrahydrofuran), O1CCCC1 (tetrahydrofuran). Conditions: time 10 minute. Product: S[C@H]1C[C@H](N(C1)C(=O)OCC1=CC=C(C=C1)[N+](=O)[O-])C(=O)N1CCN(CC1)CCOC(=O)OCC1=CC=C(C=C1)[N+](=O)[O-] ((2S,4S)-4-Mercapto-2-(4-[2-(4-nitrobenzyloxycarbonyl)oxyethyl]-1-piperazinylcarbonyl)-1-(4-nitrobenzyloxycarbonyl)pyrrolidine). Isolated yield 82.9%. Reaction SMILES: N(C(OCC)=O)=NC(OCC)=O.O[C@H:14]1[CH2:18][N:17]([C:19]([O:21][CH2:22][C:23]2[CH:28]=[CH:27][C:26]([N+:29]([O-:31])=[O:30])=[CH:25][CH:24]=2)=[O:20])[C@H:16]([C:32]([N:34]2[CH2:39][CH2:38][N:37]([CH2:40][CH2:41][O:42][C:43]([O:45][CH2:46][C:47]3[CH:52]=[CH:51][C:50]([N+:53]([O-:55])=[O:54])=[CH:49][CH:48]=3)=[O:44])[CH2:36][CH2:35]2)=[O:33])[CH2:15]1.C1(P(C2C=CC=CC=2)C2C=CC=CC=2)C=CC=CC=1.[SH:75]CC(O)=O>O1CCCC1>[SH:75][C@@H:14]1[CH2:18][N:17]([C:19]([O:21][CH2:22][C:23]2[CH:28]=[CH:27][C:26]([N+:29]([O-:31])=[O:30])=[CH:25][CH:24]=2)=[O:20])[C@H:16]([C:32]([N:34]2[CH2:39][CH2:38][N:37]([CH2:40][CH2:41][O:42][C:43]([O:45][CH2:46][C:47]3[CH:52]=[CH:51][C:50]([N+:53]([O-:55])=[O:54])=[CH:49][CH:48]=3)=[O:44])[CH2:36][CH2:35]2)=[O:33])[CH2:15]1. Procedure details: A solution of 36.5 g of diethyl azodicarboxylate in 100 ml of tetrahydrofuran was added dropwise, whilst ice-cooling, to a solution of 105 g of (2S,4R)-4-hydroxy-2-{4-[2-(4-nitrobenzyloxycarbonyl)oxyethyl]-1-piperazinylcarbonyl}-1-(4-nitrobenzyloxycarbonyl)pyrrolidine [prepared as described in steps 90(b)(i), 90(b)(i') and 90(b)(i") above] and 55 g of triphenylphosphine in 700 ml of tetrahydrofuran, and the resulting mixture was stirred at the same temperature for 10 minutes. A solution of 15.9 ... The reactants are CCCCCC1COC(C2CCC(C(=O)OC)CC2)OC1, CCO. Product: CCCCCC1COC(C2CCC(C(=O)O)CC2)OC1. RXN SMILES: [CH3:1][O:2][C:3](=[O:4])[CH:5]1[CH2:6][CH2:7][CH:8]([CH:11]2[O:12][CH2:13][CH:14]([CH2:17][CH2:18][CH2:19][CH2:20][CH3:21])[CH2:15][O:16]2)[CH2:9][CH2:10]1.[CH3:22][CH2:23][OH:24]>>[O:2]=[C:3]([OH:4])[CH:5]1[CH2:6][CH2:7][CH:8]([CH:11]2[O:12][CH2:13][CH:14]([CH2:17][CH2:18][CH2:19][CH2:20][CH3:21])[CH2:15][O:16]2)[CH2:9][CH2:10]1. Reaction SMILES: [CH3:27][OH:28].[F:1][c:2]1[cH:3][cH:4][c:5]([CH:8]([CH3:9])[NH:10][c:11]2[cH:12][c:13]([C:14](=[O:15])[OH:16])[cH:17][c:18]([NH:20][c:21]3[n:22][cH:23][cH:24][n:25][cH:26]3)[n:19]2)[cH:6][cH:7]1.[NH3:29]>>[F:1][c:2]1[cH:3][cH:4][c:5]([CH:8]([CH3:9])[NH:10][c:11]2[cH:12][c:13]([C:14](=[O:15])[NH2:29])[cH:17][c:18]([NH:20][c:21]3[n:22][cH:23][cH:24][n:25][cH:26]3)[n:19]2)[cH:6][cH:7]1. The product is CC(Nc1cc(C(N)=O)cc(Nc2cnccn2)n1)c1ccc(F)cc1. Reactants: CO, CC(Nc1cc(C(=O)O)cc(Nc2cnccn2)n1)c1ccc(F)cc1, N. Starting materials: NC=1C=C2C(=CNC2=CC1)C=1CCN(CC1)CC (5-amino-3-(1-ethyl-1,2,3,6-tetrahydropyridin-4-yl)-1H-indole), FC1=CC=C(C(=O)Cl)C=C1 (4-fluorobenzoyl chloride). The product is FC1=CC=C(C(=O)NC=2C=C3C(=CNC3=CC2)C=2CCN(CC2)CC)C=C1 (5-(4-fluorobenzoyl)amino-3-(1-ethyl-1,2,3,6-tetrahydropyridin-4-yl)-1H-indole). Yield: 59.2%. RXN SMILES: [NH2:1][C:2]1[CH:3]=[C:4]2[C:8](=[CH:9][CH:10]=1)[NH:7][CH:6]=[C:5]2[C:11]1[CH2:12][CH2:13][N:14]([CH2:17][CH3:18])[CH2:15][CH:16]=1.[F:19][C:20]1[CH:28]=[CH:27][C:23]([C:24](Cl)=[O:25])=[CH:22][CH:21]=1>>[F:19][C:20]1[CH:28]=[CH:27][C:23]([C:24]([NH:1][C:2]2[CH:3]=[C:4]3[C:8](=[CH:9][CH:10]=2)[NH:7][CH:6]=[C:5]3[C:11]2[CH2:12][CH2:13][N:14]([CH2:17][CH3:18])[CH2:15][CH:16]=2)=[O:25])=[CH:22][CH:21]=1. Procedure: Beginning with 2.69 gm (11.1 mMol) 5-amino-3-(1-ethyl-1,2,3,6-tetrahydropyridin-4-yl)-1H-indole and 1.45 mL (12.3 mMol) 4-fluorobenzoyl chloride, 2.39 gm (59.0%) of the title compound were recovered as a burnt orange powder. Reactants: N1=C(C=CC=2CCCNC12)C#N (5,6,7,8-tetrahydro-1,8-naphthyridine-2-carbonitrile), BrN1C(CCC1=O)=O (N-bromosuccinimide). Solvent: C(Cl)Cl (CH2Cl2). Run at time 18 hour. Product: BrC=1C(=NC=2NCCCC2C1)C#N (3-bromo-5,6,7,8-tetrahydro-[1,8]naphthyridine-2-carbonitrile). Yield: 99.6%. Reaction SMILES: [N:1]1[C:10]2[NH:9][CH2:8][CH2:7][CH2:6][C:5]=2[CH:4]=[CH:3][C:2]=1[C:11]#[N:12].[Br:13]N1C(=O)CCC1=O>C(Cl)Cl>[Br:13][C:3]1[C:2]([C:11]#[N:12])=[N:1][C:10]2[NH:9][CH2:8][CH2:7][CH2:6][C:5]=2[CH:4]=1. Reported procedure: To a vial is added 5,6,7,8-tetrahydro-1,8-naphthyridine-2-carbonitrile (370 mg, 2.32 mmol) and N-bromosuccinimide (413 mg, 2.32 mmol) in 20 mL of CH2Cl2. The reaction mixture is stirred at room temperature for 18 hours. The reaction mixture is concentrated. The residue is purified by flash column chromatography to give 550 mg of 3-bromo-5,6,7,8-tetrahydro-[1,8]naphthyridine-2-carbonitrile. Reactants: BrCC=1C(=NC2=CC(=CC=C2C1C(=O)OC)S(=O)(=O)C)C1=CC(=CC=C1)C(F)(F)F (methyl 3-(bromomethyl)-7-(methylsulfonyl)-2-[3-(trifluoromethyl)phenyl]-4-quinolinecarboxylate), N1(CCCCC1)C1CCNCC1 (1,4′-bipiperidine). Run in C(C)#N (acetonitrile). Conditions: time 3 hour. The product is N1(CCCCC1)C1CCN(CC1)CC=1C(=NC2=CC(=CC=C2C1C(=O)OC)S(=O)(=O)C)C1=CC(=CC=C1)C(F)(F)F (methyl 3-(1,4′-bipiperidin-1′-ylmethyl)-7-(methylsulfonyl)-2-[3-(trifluoromethyl)phenyl]-4-quinolinecarboxylate). The yield is 87.2%. Reaction SMILES: Br[CH2:2][C:3]1[C:4]([C:21]2[CH:26]=[CH:25][CH:24]=[C:23]([C:27]([F:30])([F:29])[F:28])[CH:22]=2)=[N:5][C:6]2[C:11]([C:12]=1[C:13]([O:15][CH3:16])=[O:14])=[CH:10][CH:9]=[C:8]([S:17]([CH3:20])(=[O:19])=[O:18])[CH:7]=2.[N:31]1([CH:37]2[CH2:42][CH2:41][NH:40][CH2:39][CH2:38]2)[CH2:36][CH2:35][CH2:34][CH2:33][CH2:32]1>C(#N)C>[N:31]1([CH:37]2[CH2:42][CH2:41][N:40]([CH2:2][C:3]3[C:4]([C:21]4[CH:26]=[CH:25][CH:24]=[C:23]([C:27]([F:30])([F:29])[F:28])[CH:22]=4)=[N:5][C:6]4[C:11]([C:12]=3[C:13]([O:15][CH3:16])=[O:14])=[CH:10][CH:9]=[C:8]([S:17]([CH3:20])(=[O:19])=[O:18])[CH:7]=4)[CH2:39][CH2:38]2)[CH2:36][CH2:35][CH2:34][CH2:33][CH2:32]1. Procedure details: A suspension of methyl 3-(bromomethyl)-7-(methylsulfonyl)-2-[3-(trifluoromethyl)phenyl]-4-quinolinecarboxylate (0.713 g, 1.42 mmol) and 1,4′-bipiperidine (0.311 g, 1.846 mmol) in acetonitrile (25 mL) was stirred at room temperature for 3 h. The solvent was removed under reduced pressure. The residue was diluted with saturated aqueous NaHCO3, and the mixture was extracted with methylene chloride (three time). The combined organic extracts were washed with brine, dried over Na2SO4, filtered, and c...